Dataset: the Open Reaction Database (ORD), a public repository of structured organic reaction records. Task: describe an organic reaction: reactants, conditions, products, and yield Starting materials: [BH4-], CO, Cl, [Na+], COc1ccccc1CC(=O)N1CC2C(=O)CCC(O)(c3ccccc3OC)C2C1. Product: COc1ccccc1CC(=O)N1CC2C(O)CCC(O)(c3ccccc3OC)C2C1. As a reaction SMILES: [BH4-:31].[CH3:34][OH:35].[ClH:33].[Na+:32].[OH:1][C:2]1([c:23]2[c:24]([O:29][CH3:30])[cH:25][cH:26][cH:27][cH:28]2)[CH2:3][CH2:4][C:5](=[O:22])[CH:6]2[CH2:7][N:8]([C:11]([CH2:12][c:13]3[c:14]([O:19][CH3:20])[cH:15][cH:16][cH:17][cH:18]3)=[O:21])[CH2:9][CH:10]12>>[OH:1][C:2]1([c:23]2[c:24]([O:29][CH3:30])[cH:25][cH:26][cH:27][cH:28]2)[CH2:3][CH2:4][CH:5]([OH:22])[CH:6]2[CH2:7][N:8]([C:11]([CH2:12][c:13]3[c:14]([O:19][CH3:20])[cH:15][cH:16][cH:17][cH:18]3)=[O:21])[CH2:9][CH:10]12. Product: CC1(C)C(=O)C(C(=O)NCC(=O)O)=C(O)c2c(C(F)(F)F)cccc21. Reactants: O=C(O)C(F)(F)F, CC(C)(C)OC(=O)CNC(=O)C1=C(O)c2c(C(F)(F)F)cccc2C(C)(C)C1=O. RXN SMILES: [F:30][C:31]([F:32])([F:33])[C:34]([OH:35])=[O:36].[OH:1][C:2]1=[C:3]([C:19](=[O:20])[NH:21][CH2:22][C:23](=[O:24])[O:25][C:26]([CH3:27])([CH3:28])[CH3:29])[C:4](=[O:18])[C:5]([CH3:16])([CH3:17])[c:6]2[cH:7][cH:8][cH:9][c:10]([C:12]([F:13])([F:14])[F:15])[c:11]21>>[OH:1][C:2]1=[C:3]([C:19](=[O:20])[NH:21][CH2:22][C:23](=[O:24])[OH:25])[C:4](=[O:18])[C:5]([CH3:16])([CH3:17])[c:6]2[cH:7][cH:8][cH:9][c:10]([C:12]([F:13])([F:14])[F:15])[c:11]21. The reactants are CC(=O)OC(c1ncn(C(c2ccccc2)(c2ccccc2)c2ccccc2)c1C)C1CCc2c(C)c3cc(Cl)ccc3n2C1=O, Cc1ccccc1. Product: Cc1c2n(c3ccc(Cl)cc13)C(=O)C(=Cc1ncn(C(c3ccccc3)(c3ccccc3)c3ccccc3)c1C)CC2. Reaction SMILES: [C:1]([O:2][CH:5]([CH:6]1[CH2:7][CH2:8][c:9]2[n:10]([c:11]3[cH:12][cH:13][c:14]([Cl:19])[cH:15][c:16]3[c:17]2[CH3:18])[C:20]1=[O:21])[c:22]1[n:23][cH:24][n:25]([C:28]([c:29]2[cH:30][cH:31][cH:32][cH:33][cH:34]2)([c:35]2[cH:36][cH:37][cH:38][cH:39][cH:40]2)[c:41]2[cH:42][cH:43][cH:44][cH:45][cH:46]2)[c:26]1[CH3:27])(=[O:3])[CH3:4].[CH3:47][c:48]1[cH:49][cH:50][cH:51][cH:52][cH:53]1>>[CH:5](=[C:6]1[CH2:7][CH2:8][c:9]2[n:10]([c:11]3[cH:12][cH:13][c:14]([Cl:19])[cH:15][c:16]3[c:17]2[CH3:18])[C:20]1=[O:21])[c:22]1[n:23][cH:24][n:25]([C:28]([c:29]2[cH:30][cH:31][cH:32][cH:33][cH:34]2)([c:35]2[cH:36][cH:37][cH:38][cH:39][cH:40]2)[c:41]2[cH:42][cH:43][cH:44][cH:45][cH:46]2)[c:26]1[CH3:27]. The reactants are ClC1=C(C=CC=C1)C1=NCC=2N(C3=C1C=C(S3)CCCO)C(=NN2)C (4-(-2-chlorophenyl)-2-(3-hydroxy-1-propyl)-9-methyl-6H-thieno[3,2-f][1,2,4]triazolo[4,3-a][1,4]diazepine), C(C)OC(C(=O)C1=CC=C(C=C1)O)=O (4-hydroxyphenylglyoxylic acid ethyl ester), N(=NC(=O)OCC)C(=O)OCC (diethyl azodicarboxylate), C1(=CC=CC=C1)P(C1=CC=CC=C1)C1=CC=CC=C1 (triphenylphosphine). Solvent: ClCCl (dichloromethane). Yields the product C(C)OC(C(C1=CC=C(C=C1)OCCCC1=CC=2C(=NCC=3N(C2S1)C(=NN3)C)C3=C(C=CC=C3)Cl)=O)=O (4-[3-[4-(2-chlorophenyl)-9-methyl-6H -thieno[3,2-f][1,2,4]triazolo[4,3-a][1,4]diazepin-2-yl]propoxy]-alpha-oxobenzeneacetic acid ethyl ester). Reaction SMILES: [Cl:1][C:2]1[CH:7]=[CH:6][CH:5]=[CH:4][C:3]=1[C:8]1[C:14]2[CH:15]=[C:16]([CH2:18][CH2:19][CH2:20][OH:21])[S:17][C:13]=2[N:12]2[C:22]([CH3:25])=[N:23][N:24]=[C:11]2[CH2:10][N:9]=1.[CH2:26]([O:28][C:29](=[O:39])[C:30]([C:32]1[CH:37]=[CH:36][C:35](O)=[CH:34][CH:33]=1)=[O:31])[CH3:27].N(C(OCC)=O)=NC(OCC)=O.C1(P(C2C=CC=CC=2)C2C=CC=CC=2)C=CC=CC=1>ClCCl>[CH2:26]([O:28][C:29](=[O:39])[C:30](=[O:31])[C:32]1[CH:37]=[CH:36][C:35]([O:21][CH2:20][CH2:19][CH2:18][C:16]2[S:17][C:13]3[N:12]4[C:22]([CH3:25])=[N:23][N:24]=[C:11]4[CH2:10][N:9]=[C:8]([C:3]4[CH:4]=[CH:5][CH:6]=[CH:7][C:2]=4[Cl:1])[C:14]=3[CH:15]=2)=[CH:34][CH:33]=1)[CH3:27]. Procedure details: As in Example 15, 4-(-2-chlorophenyl)-2-(3-hydroxy-1-propyl)-9-methyl-6H-thieno[3,2-f][1,2,4]triazolo[4,3-a][1,4]diazepine (0.322 g) was treated with 4-hydroxyphenylglyoxylic acid ethyl ester (0.168 g) in the presence of diethyl azodicarboxylate (0.155 g) and triphenylphosphine (0.227 g) in dichloromethane (23 mL). The crude ester, isolated in the usual manner, was purified by flash chromatography over silica gel (150 g; ethanol-dichloromethane; 3.5:96.5) to furnish 0.354 g of 4-[3-[4-(2-chlorop... Starting materials: FC=1C=NC=CC1C=1OC2=C(N1)C=C(C=C2)C(F)(F)F (2-(3-fluoropyridin-4-yl)-5-(trifluoromethyl)benzoxazole), C([O-])([O-])=O.[K+].[K+] (potassium carbonate), CN(C)C=O (DMF), C1(=CC=CC=C1)S (thiophenol), CN(C)C=O (DMF). The solvent is O (Water). Run at time 1 hour. Product: C1(=CC=CC=C1)SC=1C=NC=CC1C=1OC2=C(N1)C=C(C=C2)C(F)(F)F (2-[3-(phenylthio)pyridin-4-yl]-5-(trifluoromethyl)benzoxazole). Yield: 81.2%. RXN SMILES: F[C:2]1[CH:3]=[N:4][CH:5]=[CH:6][C:7]=1[C:8]1[O:9][C:10]2[CH:16]=[CH:15][C:14]([C:17]([F:20])([F:19])[F:18])=[CH:13][C:11]=2[N:12]=1.C(=O)([O-])[O-].[K+].[K+].CN(C=O)C.[C:32]1([SH:38])[CH:37]=[CH:36][CH:35]=[CH:34][CH:33]=1>O>[C:32]1([S:38][C:2]2[CH:3]=[N:4][CH:5]=[CH:6][C:7]=2[C:8]2[O:9][C:10]3[CH:16]=[CH:15][C:14]([C:17]([F:20])([F:19])[F:18])=[CH:13][C:11]=3[N:12]=2)[CH:37]=[CH:36][CH:35]=[CH:34][CH:33]=1 |f:1.2.3|. Procedure: To a mixture of 0.28 g of 2-(3-fluoropyridin-4-yl)-5-(trifluoromethyl)benzoxazole, 0.40 g of potassium carbonate and 2 ml of DMF, a mixture of 0.17 g of thiophenol and 0.5 ml of DMF was added. The reaction mixture was stirred at room temperature for one hour. Water was added to the reaction mixture, which was extracted with ethyl acetate. The organic layer was washed with a saturated sodium chloride solution, dried over anhydrous magnesium sulfate, and concentrated under reduced pressure. The re... The reactants are CC(C)(C)OC(=O)NCc1ccc(Br)cc1, O=C([O-])[O-], CN(C)C=O, [K+], [K+], O, c1ccc(P(c2ccccc2)(c2ccccc2)[Pd](P(c2ccccc2)(c2ccccc2)c2ccccc2)(P(c2ccccc2)(c2ccccc2)c2ccccc2)P(c2ccccc2)(c2ccccc2)c2ccccc2)cc1, CC1(C)OB(c2ccoc2)OC1(C)C. Product: CC(C)(C)OC(=O)NCc1ccc(-c2ccoc2)cc1. Reaction SMILES: [Br:1][c:2]1[cH:3][cH:4][c:5]([CH2:6][NH:7][C:8]([O:9][C:10]([CH3:11])([CH3:12])[CH3:13])=[O:14])[cH:15][cH:16]1.[C:31](=[O:32])([O-:33])[O-:34].[CH3:115][N:116]([CH3:117])[CH:118]=[O:119].[K+:35].[K+:36].[OH2:37].[cH:38]1[cH:39][cH:40][c:41]([P:42]([Pd:43]([P:44]([c:45]2[cH:46][cH:47][cH:48][cH:49][cH:50]2)([c:51]2[cH:52][cH:53][cH:54][cH:55][cH:56]2)[c:57]2[cH:58][cH:59][cH:60][cH:61][cH:62]2)([P:63]([c:64]2[cH:65][cH:66][cH:67][cH:68][cH:69]2)([c:70]2[cH:71][cH:72][cH:73][cH:74][cH:75]2)[c:76]2[cH:77][cH:78][cH:79][cH:80][cH:81]2)[P:82]([c:83]2[cH:84][cH:85][cH:86][cH:87][cH:88]2)([c:89]2[cH:90][cH:91][cH:92][cH:93][cH:94]2)[c:95]2[cH:96][cH:97][cH:98][cH:99][cH:100]2)([c:101]2[cH:102][cH:103][cH:104][cH:105][cH:106]2)[c:107]2[cH:108][cH:109][cH:110][cH:111][cH:112]2)[cH:113][cH:114]1.[o:17]1[cH:18][c:19]([B:22]2[O:23][C:24]([CH3:25])([CH3:26])[C:27]([CH3:28])([CH3:29])[O:30]2)[cH:20][cH:21]1>>[c:2]1(-[c:19]2[cH:18][o:17][cH:21][cH:20]2)[cH:3][cH:4][c:5]([CH2:6][NH:7][C:8]([O:9][C:10]([CH3:11])([CH3:12])[CH3:13])=[O:14])[cH:15][cH:16]1. Starting materials: Cc1cc(C(N)=O)ccc1[N+](=O)[O-], ClCCl, Cl, O=C(OC(=O)C(F)(F)F)C(F)(F)F, c1ccncc1. Yields the product Cc1cc(C#N)ccc1[N+](=O)[O-]. RXN SMILES: [CH3:1][c:2]1[cH:3][c:4]([C:5](=[O:6])[NH2:7])[cH:8][cH:9][c:10]1[N+:11](=[O:12])[O-:13].[Cl:34][CH2:35][Cl:36].[ClH:33].[F:20][C:21]([F:22])([F:23])[C:24]([O:25][C:26](=[O:27])[C:28]([F:29])([F:30])[F:31])=[O:32].[cH:14]1[cH:15][cH:16][n:17][cH:18][cH:19]1>>[CH3:1][c:2]1[cH:3][c:4]([C:5]#[N:7])[cH:8][cH:9][c:10]1[N+:11](=[O:12])[O-:13]. Reactants: C(C)(=O)SCC(C(=O)N1[C@H](C(=O)O)CC(C1)(F)F)C(F)(F)F (1-(3-acetylthio-2-trifluoromethylpropanoyl)-4,4-difluoro-L-proline), C(C)(=O)SCC(C(=O)N1[C@H](C(=O)O)CCC1)C(F)(F)F (1-(3-acetylthio-2-trifluoromethylpropanoyl)-L-proline). Product: SCC(C(=O)N1[C@H](C(=O)O)CC(C1)(F)F)C(F)(F)F (1-(3-mercapto-2-trifluoromethylpropanoyl)-4,4-difluoro-L-proline). Reaction SMILES: C([S:4][CH2:5][CH:6]([C:19]([F:22])([F:21])[F:20])[C:7]([N:9]1[CH2:16][C:15]([F:18])([F:17])[CH2:14][C@H:10]1[C:11]([OH:13])=[O:12])=[O:8])(=O)C.C(SCC(C(F)(F)F)C(N1CCC[C@H]1C(O)=O)=O)(=O)C>>[SH:4][CH2:5][CH:6]([C:19]([F:22])([F:20])[F:21])[C:7]([N:9]1[CH2:16][C:15]([F:17])([F:18])[CH2:14][C@H:10]1[C:11]([OH:13])=[O:12])=[O:8]. Procedure details: By substituting 1-(3-acetylthio-2-trifluoromethylpropanoyl)-4,4-difluoro-L-proline for the 1-(3-acetylthio-2-trifluoromethylpropanoyl)-L-proline in the procedure of Example 4, 1-(3-mercapto-2-trifluoromethylpropanoyl)-4,4-difluoro-L-proline is obtained. Starting materials: ClC1=CC=C(C=C1)C(C(CCC)N)N (1-(4-chloro-phenyl)-pentane-1,2-diamine), Cl.C(C)OC1=C(C(OCC)=N)C=CC(=C1)OC (ethyl 2-ethoxy-4-methoxy-benzimidate hydrochloride), ClC1=CC=C(C=C1)C1C(N=C(N1)C1=C(C=C(C=C1)OC)OCC)CC1CCCC1 (5-(4-chloro-phenyl)-4-cyclopentylmethyl-2-(2-ethoxy-4-methoxy-phenyl)-4,5-dihydro-1H-imidazole). The product is ClC1=CC=C(C=C1)C1C(N=C(N1)C1=C(C=C(C=C1)OC)OCC)CCC (5-(4-Chloro-phenyl)-2-(2-ethoxy-4-methoxy-phenyl)-4-propyl-4,5-dihydro-1H-imidazole). Reaction SMILES: ClC1C=CC(C(N)C(N)CCC)=CC=1.Cl.C(OC1C=C(OC)C=CC=1C(=N)OCC)C.[Cl:32][C:33]1[CH:38]=[CH:37][C:36]([CH:39]2[NH:43][C:42]([C:44]3[CH:49]=[CH:48][C:47]([O:50][CH3:51])=[CH:46][C:45]=3[O:52][CH2:53][CH3:54])=[N:41][CH:40]2[CH2:55][CH:56]2CCC[CH2:57]2)=[CH:35][CH:34]=1>>[Cl:32][C:33]1[CH:34]=[CH:35][C:36]([CH:39]2[NH:43][C:42]([C:44]3[CH:49]=[CH:48][C:47]([O:50][CH3:51])=[CH:46][C:45]=3[O:52][CH2:53][CH3:54])=[N:41][CH:40]2[CH2:55][CH2:56][CH3:57])=[CH:37][CH:38]=1 |f:1.2|. Procedure details: 5-(4-Chloro-phenyl)-2-(2-ethoxy-4-methoxy-phenyl)-4-propyl-4,5-dihydro-1H-imidazole was prepared from 1-(4-chloro-phenyl)-pentane-1,2-diamine and ethyl 2-ethoxy-4-methoxy-benzimidate hydrochloride in an analogous manner as described for the preparation of 5-(4-chloro-phenyl)-4-cyclopentylmethyl-2-(2-ethoxy-4-methoxy-phenyl)-4,5-dihydro-1H-imidazole (Example 9). HR-MS (ES, m/z) observed 373.1680, calculated for C21H26N2O2Cl [(M+H)+]373.1678.